Dataset: the Open Reaction Database (ORD), a public repository of structured organic reaction records. Task: describe an organic reaction: reactants, conditions, products, and yield Reactants: [N+](=O)([O-])C1=C(C(=O)OC)C(=CC=C1)[N+](=O)[O-] (Methyl 2,6-dinitrobenzoate). The reagents and catalysts are [Pd] (palladium on charcoal). The solvent is C(Cl)(Cl)Cl (chloroform), CO (methanol), CO (methanol). Reaction conditions: time 2 hour. Product: NC1=C(C(=O)OC)C(=CC=C1)N (Methyl 2,6-diaminobenzoate). Yield: 96.0%. Reaction SMILES: [N+:1]([C:4]1[CH:13]=[CH:12][CH:11]=[C:10]([N+:14]([O-])=O)[C:5]=1[C:6]([O:8][CH3:9])=[O:7])([O-])=O>CO.[Pd].C(Cl)(Cl)Cl>[NH2:1][C:4]1[CH:13]=[CH:12][CH:11]=[C:10]([NH2:14])[C:5]=1[C:6]([O:8][CH3:9])=[O:7]. Procedure details: Methyl 2,6-dinitrobenzoate (15.0 gm.) is suspended in methanol (500 ml.) and 5% palladium on charcoal (1.5 gm.) added. Reduction is carried out on a Parr apparatus for two hours. The solution is filtered with suction and the catalyst washed with a few ml. of methanol. Removal of the methanol gives a brown crystalline product. Extraction with chloroform (50 ml.) and treatment with Darco® gives the product (10.9 gm. 96% yield, m.p. 78°-79.5°). The thin layer chromatogram (Silica gel, 3% methanol i... Starting materials: ClCC1=NC=C(C(=C1)O)O (2-Chloromethyl-4,5-dihydroxypyridine), CSC1=NC=NC=C1 (4-methylthiopyrimidine). The product is Cl.[Cl-].OC1=CC(=NC=C1O)C[N+]1=CN=C(C=C1)SC (1-(4,5-dihydroxypyridin-2-ylmethyl)-4-methylthiopyrimidinium chloride hydrochloride). Reaction SMILES: [Cl:1][CH2:2][C:3]1[CH:8]=[C:7]([OH:9])[C:6]([OH:10])=[CH:5][N:4]=1.[CH3:11][S:12][C:13]1[CH:18]=[CH:17][N:16]=[CH:15][N:14]=1>>[ClH:1].[Cl-:1].[OH:9][C:7]1[C:6]([OH:10])=[CH:5][N:4]=[C:3]([CH2:2][N+:16]2[CH:17]=[CH:18][C:13]([S:12][CH3:11])=[N:14][CH:15]=2)[CH:8]=1 |f:2.3.4|. Reported procedure: 2-Chloromethyl-4,5-dihydroxypyridine (1.5 mmol) and 4-methylthiopyrimidine (3 mmol) were heated at 100° C., under argon, for 30 minutes. The mixture was subsequently triturated with methanol at 0° C., filtered, washed and dried to give 1-(4,5-dihydroxypyridin-2-ylmethyl)-4-methylthiopyrimidinium chloride hydrochloride; (DMSO-d6) 2.75(s,3H); 5.90(s,2H); 7.45(s,1H); 8.15(s,1H); 8.17(q,1H); 9.05(q,1H); 9.75(s,1H). The reactants are C(CCCCCCCC)C(CO)CO (2-n-Nonylpropan-1,3 -diol), FC1=C(C=O)C=CC=C1F (2,3-difluorobenzaldehyde), C1(=CC=C(C=C1)S(=O)(=O)O)C (4-toluenesulphonic acid). Yields the product FC1=C(C=CC=C1F)C1OCC(CO1)CCCCCCCCC (2-(2',3'-Difluorophenyl)-5-n-nonyl-1,3-dioxane). Reaction SMILES: [CH2:1]([CH:10]([CH2:13][OH:14])[CH2:11][OH:12])[CH2:2][CH2:3][CH2:4][CH2:5][CH2:6][CH2:7][CH2:8][CH3:9].[F:15][C:16]1[C:23]([F:24])=[CH:22][CH:21]=[CH:20][C:17]=1[CH:18]=O.C1(C)C=CC(S(O)(=O)=O)=CC=1>>[F:15][C:16]1[C:23]([F:24])=[CH:22][CH:21]=[CH:20][C:17]=1[CH:18]1[O:12][CH2:11][CH:10]([CH2:1][CH2:2][CH2:3][CH2:4][CH2:5][CH2:6][CH2:7][CH2:8][CH3:9])[CH2:13][O:14]1. Reported procedure: Quantities: compound from Example 10 (31.4 g, 0.155 mol), 2,3-difluorobenzaldehyde (21.5 g, 0.15 mol) and 4-toluenesulphonic acid (100 mg). The experimental procedure was as described in Example 114. Starting materials: [OH-].[Na+] (Sodium hydroxide), O (water), CO (methanol), CN1N=CC(=C1C(=O)OC)C=1SC=C(N1)C(F)(F)F (methyl 1-methyl-4-(4-(trifluoromethyl)thiazol-2-yl)-1H-pyrazole-5-carboxylate). Run in C1(=CC=CC=C1)C (toluene). Conditions: temperature 70 celsius, time 30 minute. The product is CN1N=CC(=C1C(=O)[O-])C=1SC=C(N1)C(F)(F)F.[Na+] (sodium 1-methyl-4-(4-(trifluoromethyl)thiazol-2-yl)-1H-pyrazole-5-carboxylate). Yield: 149.8%. RXN SMILES: [OH-].[Na+:2].O.CO.[CH3:6][N:7]1[C:11]([C:12]([O:14]C)=[O:13])=[C:10]([C:16]2[S:17][CH:18]=[C:19]([C:21]([F:24])([F:23])[F:22])[N:20]=2)[CH:9]=[N:8]1>C1(C)C=CC=CC=1>[CH3:6][N:7]1[C:11]([C:12]([O-:14])=[O:13])=[C:10]([C:16]2[S:17][CH:18]=[C:19]([C:21]([F:23])([F:22])[F:24])[N:20]=2)[CH:9]=[N:8]1.[Na+:2] |f:0.1,6.7|. Procedure details: Sodium hydroxide (3.5 mg) was added to a mixed solution of water (1 ml) and methanol (1 ml) containing the methyl 1-methyl-4-(4-(trifluoromethyl)thiazol-2-yl)-1H-pyrazole-5-carboxylate (13 mg) obtained in (Example 1.5) <Step 1>, and the obtained mixture was then stirred at 70° C. for 30 minutes. Thereafter, the reaction solution was subjected to azeotropy with toluene, so as to obtain the title compound (20 mg) in the form of a colorless solid. The reactants are acetal, ClC1=C(C=C(C=C1)[C@@H](C(F)(F)F)NC1=CC(=C(C=C1)C)C1OCCO1)C ([(S)-1-(4-Chloro-3-methyl-phenyl)-2,2,2-trifluoro-ethyl]-(3-[1,3]dioxolan-2-yl-4-methyl-phenyl)-amine), Cl (HCl). Solvent: CCOC(=O)C (EtOAc), C1CCOC1 (THF). Run at time 100 minute. Yields the product ClC1=C(C=C(C=C1)[C@@H](C(F)(F)F)NC=1C=CC(=C(C=O)C1)C)C (5-[(S)-1-(4-Chloro-3-methyl-phenyl)-2,2,2-trifluoro-ethylamino]-2-methyl-benzaldehyde). As a reaction SMILES: [Cl:1][C:2]1[CH:7]=[CH:6][C:5]([C@H:8]([NH:13][C:14]2[CH:19]=[CH:18][C:17]([CH3:20])=[C:16]([CH:21]3OCC[O:22]3)[CH:15]=2)[C:9]([F:12])([F:11])[F:10])=[CH:4][C:3]=1[CH3:26].Cl>C1COCC1.CCOC(C)=O>[Cl:1][C:2]1[CH:7]=[CH:6][C:5]([C@H:8]([NH:13][C:14]2[CH:19]=[CH:18][C:17]([CH3:20])=[C:16]([CH:15]=2)[CH:21]=[O:22])[C:9]([F:12])([F:11])[F:10])=[CH:4][C:3]=1[CH3:26]. Reported procedure: To a solution of acetal INT 32 (4.91 g, 12.73 mmol) in THF (127 mL) at 0° C. was added HCl (2 M in H2O, 25.5 mL, 50.92 mmol). The reaction mixture was stirred at room temperature for 100 minutes. The mixture was diluted with EtOAc and washed with saturated aqueous NaHCO3 (2×), water (2×) and brine (1×). The organic layer was dried over MgSO4, filtered and concentrated to give INT 33. Starting materials: FC1=C(C2=CC=C(C=C2C=C1F)CCCCCCCC)C1=CC=C(C=C1)O (4-(2,3-difluoro-6-octylnaphthalen-1-yl)phenol), C(CCCCCCC)Br (1-octyl bromide). Run in CCOCC (ether). The product is FC1=C(C2=CC=C(C=C2C=C1F)CCCCCCCC)C1=CC=C(C=C1)OCCCCCCCC (2,3-Difluoro-6-octyl-1-(4-octyloxyphenyl)naphthalene). As a reaction SMILES: [F:1][C:2]1[C:11]([F:12])=[CH:10][C:9]2[C:4](=[CH:5][CH:6]=[C:7]([CH2:13][CH2:14][CH2:15][CH2:16][CH2:17][CH2:18][CH2:19][CH3:20])[CH:8]=2)[C:3]=1[C:21]1[CH:26]=[CH:25][C:24]([OH:27])=[CH:23][CH:22]=1.[CH2:28](Br)[CH2:29][CH2:30][CH2:31][CH2:32][CH2:33][CH2:34][CH3:35]>CCOCC>[F:1][C:2]1[C:11]([F:12])=[CH:10][C:9]2[C:4](=[CH:5][CH:6]=[C:7]([CH2:13][CH2:14][CH2:15][CH2:16][CH2:17][CH2:18][CH2:19][CH3:20])[CH:8]=2)[C:3]=1[C:21]1[CH:22]=[CH:23][C:24]([O:27][CH2:28][CH2:29][CH2:30][CH2:31][CH2:32][CH2:33][CH2:34][CH3:35])=[CH:25][CH:26]=1. Procedure: From 4-(2,3-difluoro-6-octylnaphthalen-1-yl)phenol and 1-octyl bromide by means of the Williamson ether synthesis. Yield: 75.1%. Conditions: time 30 minute. RXN SMILES: C(N(C(C)C)CC)(C)C.C([Li])CCC.[CH2:15]1[O:23][C:22]2[CH:21]=[CH:20][C:19]([CH2:24][C:25]([O:27][CH2:28][CH3:29])=[O:26])=[CH:18][C:17]=2[O:16]1.[CH:30]1([CH:36]=[O:37])[CH2:35][CH2:34][CH2:33][CH2:32][CH2:31]1>O1CCCC1.CCCCCC>[CH2:15]1[O:23][C:22]2[CH:21]=[CH:20][C:19]([CH:24]([CH:36]([CH:30]3[CH2:35][CH2:34][CH2:33][CH2:32][CH2:31]3)[OH:37])[C:25]([O:27][CH2:28][CH3:29])=[O:26])=[CH:18][C:17]=2[O:16]1. Solvent: CCCCCC (n-hexane), O1CCCC1 (tetrahydrofuran), O1CCCC1 (tetrahydrofuran). Yields the product C1OC=2C=C(C=CC2O1)C(C(=O)OCC)C(O)C1CCCCC1 (ethyl (2RS,3RS)-2-(3,4-methylenedioxyphenyl)-3-cyclohexyl-3-hydroxypropionate). Reactants: C(CCC)[Li] (n-butyl lithium), C1OC=2C=C(C=CC2O1)CC(=O)OCC (ethyl 3,4-methylenedioxyphenylacetate), C1(CCCCC1)C=O (cyclohexanecarbaldehyde), C(C)(C)N(CC)C(C)C (N,N-diisopropyl-N-ethylamine). Procedure details: To a solution of N,N-diisopropyl-N-ethylamine (4.49 g) in tetrahydrofuran (50 ml) was added with stirring 1.6M n-butyl lithium in n-hexane solution (27.6 ml) below 0° C. under a nitrogen atmosphere. After the mixture was stirred in an ice-bath for 30 minutes, a solution of ethyl 3,4-methylenedioxyphenylacetate (3.85 g) in tetrahydrofuran (40 ml) was added at −78° C. The mixture was stirred for 30 minutes and cyclohexanecarbaldehyde (2.49 g) was added. After being stirred for 15 minutes at the sa... Reactants: O=C([O-])[O-], OB(O)c1ccccc1Cl, O=S(=O)(Oc1ccc2c(-c3ccnc(NC4CC4)n3)cnn2n1)C(F)(F)F, [Na+], [Na+], CN(C)C=O, O, Cl[Pd]Cl, c1ccc(P(c2ccccc2)c2ccccc2)cc1, c1ccc(P(c2ccccc2)c2ccccc2)cc1. The product is Clc1ccccc1-c1ccc2c(-c3ccnc(NC4CC4)n3)cnn2n1. RXN SMILES: [C:38](=[O:39])([O-:40])[O-:41].[Cl:28][c:29]1[c:30]([B:35]([OH:36])[OH:37])[cH:31][cH:32][cH:33][cH:34]1.[F:1][C:2]([F:3])([F:4])[S:5]([O:6][c:7]1[cH:8][cH:9][c:10]2[n:11]([n:12]1)[n:13][cH:14][c:15]2-[c:16]1[n:17][c:18]([NH:22][CH:23]2[CH2:24][CH2:25]2)[n:19][cH:20][cH:21]1)(=[O:26])=[O:27].[Na+:42].[Na+:43].[O:45]=[CH:46][N:47]([CH3:48])[CH3:49].[OH2:44].[Pd:50]([Cl:51])[Cl:52].[c:53]1([P:54]([c:55]2[cH:56][cH:57][cH:58][cH:59][cH:60]2)[c:61]2[cH:62][cH:63][cH:64][cH:65][cH:66]2)[cH:67][cH:68][cH:69][cH:70][cH:71]1.[c:72]1([P:73]([c:74]2[cH:75][cH:76][cH:77][cH:78][cH:79]2)[c:80]2[cH:81][cH:82][cH:83][cH:84][cH:85]2)[cH:86][cH:87][cH:88][cH:89][cH:90]1>>[c:7]1(-[c:30]2[c:29]([Cl:28])[cH:34][cH:33][cH:32][cH:31]2)[cH:8][cH:9][c:10]2[n:11]([n:12]1)[n:13][cH:14][c:15]2-[c:16]1[n:17][c:18]([NH:22][CH:23]2[CH2:24][CH2:25]2)[n:19][cH:20][cH:21]1. The reactants are dialkylsulfate, ClS(=O)(=O)C1=CC=2C3=C(C(NC2C=C1)=O)NC=C3C(=O)O (8-chlorosulfonyl-4-oxo-4,5-dihydro-3H-pyrrolo[2,3-c]quinoline-1-carboxylic acid), C(C1=CC=CC=C1)N1C2CC(CC1CC2)N (8-benzyl-8-aza-bicyclo[3.2.1]oct-3-ylamine), C(C)OS(=O)(=O)OCC (diethylsulfate). Yields the product C(C1=CC=CC=C1)N1C2CC(CC1CC2)NS(=O)(=O)C2=CC=1C3=C(C(NC1C=C2)=O)NC=C3.C(C)C(=O)[O-] (8-(8-Benzyl-8-aza-bicyclo[3.2.1]oct-3-ylsulfamoyl)-4-oxo-4,5-dihydro-3H-pyrrolo[2,3-c]quinoline 1-ethyl carboxylate). As a reaction SMILES: Cl[S:2]([C:5]1[CH:14]=[CH:13][C:12]2[NH:11][C:10](=[O:15])[C:9]3[NH:16][CH:17]=[C:18]([C:19]([OH:21])=[O:20])[C:8]=3[C:7]=2[CH:6]=1)(=[O:4])=[O:3].[CH2:22]([N:29]1[CH:34]2[CH2:35][CH2:36][CH:30]1[CH2:31][CH:32]([NH2:37])[CH2:33]2)[C:23]1[CH:28]=[CH:27][CH:26]=[CH:25][CH:24]=1.C(OS(OCC)(=O)=O)C>>[CH2:22]([N:29]1[CH:30]2[CH2:36][CH2:35][CH:34]1[CH2:33][CH:32]([NH:37][S:2]([C:5]1[CH:14]=[CH:13][C:12]3[NH:11][C:10](=[O:15])[C:9]4[NH:16][CH:17]=[CH:18][C:8]=4[C:7]=3[CH:6]=1)(=[O:3])=[O:4])[CH2:31]2)[C:23]1[CH:24]=[CH:25][CH:26]=[CH:27][CH:28]=1.[CH2:18]([C:19]([O-:21])=[O:20])[CH3:17] |f:3.4|. Reported procedure: 8-(8-Benzyl-8-aza-bicyclo[3.2.1]oct-3-ylsulfamoyl)-4-oxo-4,5-dihydro-3H-pyrrolo[2,3-c]quinoline-1-ethyl carboxylate is prepared according to synthesis 111, from 360 mg (1.1 mmol) of 8-chlorosulfonyl-4-oxo-4,5-dihydro-3H-pyrrolo[2,3-c]quinoline-1-carboxylic acid and 238 mg (1.1 mmol) of 8-benzyl-8-aza-bicyclo[3.2.1]oct-3-ylamine to give, after esterification according to general method C (using diethylsulfate as the dialkylsulfate) and precipitation in water, 411 mg (69% in two stages) of 8-(8-be...